Dataset: the Open Reaction Database (ORD), a public repository of structured organic reaction records. Task: describe an organic reaction: reactants, conditions, products, and yield The reactants are O(C1=CC=CC=C1)C=1C=C(C=CC1)O (3-Phenoxyphenol), BrBr (bromine). Run in C(Cl)Cl (DCM). Run at time 10 minute. Yields the product BrC1=C(C=C(C=C1)O)OC1=CC=CC=C1 (4-bromo-3-phenoxyphenol). Yield: 16.7%. Reaction SMILES: [O:1]([C:8]1[CH:9]=[C:10]([OH:14])[CH:11]=[CH:12][CH:13]=1)[C:2]1[CH:7]=[CH:6][CH:5]=[CH:4][CH:3]=1.[Br:15]Br>C(Cl)Cl>[Br:15][C:13]1[CH:12]=[CH:11][C:10]([OH:14])=[CH:9][C:8]=1[O:1][C:2]1[CH:3]=[CH:4][CH:5]=[CH:6][CH:7]=1. Reported procedure: 3-Phenoxyphenol (700 mg, 3.8 mmol) was stirred at 0° C. in DCM (7 mL) and bromine (0.154 mL, 3.0 mmol) was added dropwise. The reaction was stirred at ambient temperature for 10 min and then the solvents removed in vacuo to afford a crude oil which was purified by preparative HPLC to afford, in order of elution, 4-bromo-3-phenoxyphenol (126 mg, 0.5 mmol, 16%) M.S. (ESI) (m/z): 263,265 [M−H]−; and 4,6-dibromo-3-phenoxyphenol (201 mg, 0.6 mmol, 39%) M.S. (ESI) (m/z): 341, 343, 345 [M−H]− The reactants are solid, Cl.Cl.O1C=C(C=C2C1=CC=C2)C2N(CCCC2)CC[C@@H]2CC[C@H](CC2)N (trans-4-[2-(4-benzofuran-3-yl-piperidin-1-yl)-ethyl]-cyclohexylamine dihydrochloride), Cl.Cl.O1C=C(C=C2C1=CC=C2)C2N(CCCC2)CC[C@@H]2CC[C@H](CC2)N (trans-4-[2-(4-benzofuran-3-yl-piperidin-1-yl)-ethyl]-cyclohexylamine dihydrochloride), O1C(CCC1)C(=O)O ((RS)-tetrahydro-furan-2-carboxylic acid). Product: O1C=C(C=C2C1=CC=C2)C2N(CCCC2)CC[C@@H]2CC[C@H](CC2)NC(=O)C2OCCC2 ((RS)-Tetrahydro-furan-2-carboxylic acid trans-{4-[2-(4-benzofuran-3-yl-piperidin-1-yl)-ethyl]-cyclohexyl}-amide). As a reaction SMILES: Cl.Cl.[O:3]1[C:8]2=[CH:9][CH:10]=[CH:11][C:7]2=[CH:6][C:5]([CH:12]2[CH2:17][CH2:16][CH2:15][CH2:14][N:13]2[CH2:18][CH2:19][C@H:20]2[CH2:25][CH2:24][C@H:23]([NH2:26])[CH2:22][CH2:21]2)=[CH:4]1.[O:27]1[CH2:31][CH2:30][CH2:29][CH:28]1[C:32](O)=[O:33]>>[O:3]1[C:8]2=[CH:9][CH:10]=[CH:11][C:7]2=[CH:6][C:5]([CH:12]2[CH2:17][CH2:16][CH2:15][CH2:14][N:13]2[CH2:18][CH2:19][C@H:20]2[CH2:21][CH2:22][C@H:23]([NH:26][C:32]([CH:28]3[CH2:29][CH2:30][CH2:31][O:27]3)=[O:33])[CH2:24][CH2:25]2)=[CH:4]1 |f:0.1.2|. Procedure: The title compound, off-white solid (74 mg, 70%), MS (ISP) m/z=425.3 [(M+H)+], mp 132° C., was prepared in accordance with the general method of example 1 from trans-4-[2-(4-benzofuran-3-yl-piperidin-1-yl)-ethyl]-cyclohexylamine dihydrochloride (intermediate A) (100 mg, 0.25 mmol) and (RS)-tetrahydro-furan-2-carboxylic acid. Reactants: ClC=1C=C(C=CC1)CCC(=O)OCC (ethyl 3-(3-chlorophenyl)propionate), COCOC=1C=C(CC=2C(NC(=NC2)SC)=O)C=CC1 (5-[3-(methoxymethoxy)benzyl]-2-methylthio-4-pyrimidone), OC=1C=C(C=CC1)CCC(=O)OCC (ethyl 3-(3-hydroxyphenyl)propionate), COCOC (dimethoxymethane), CC1=C(N=CN1)CSCCNC1=NC=C(C(N1)=O)CC1=CC(=CC=C1)OCOC (2-[2-(5-methyl-4-imidazolylmethylthio)ethylamino]-5-[3-(methoxymethoxy)benzyl]-4-pyrimidone). Yields the product Cl (hydrochloric acid), CC1=C(N=CN1)CSCCNC1=NC=C(C(N1)=O)CC1=CC(=CC=C1)O (2-[2-(5-methyl-4-imidazolylmethylthio)ethylamino]-5-(3-hydroxybenzyl)-4-pyrimidone). RXN SMILES: OC1C=C(CCC(OCC)=O)C=CC=1.COCOC.[Cl:20]C1C=C(CCC(OCC)=O)C=CC=1.COCOC1C=C(C=CC=1)CC1C(=O)NC(SC)=NC=1.[CH3:54][C:55]1[NH:59][CH:58]=[N:57][C:56]=1[CH2:60][S:61][CH2:62][CH2:63][NH:64][C:65]1[NH:70][C:69](=[O:71])[C:68]([CH2:72][C:73]2[CH:78]=[CH:77][CH:76]=[C:75]([O:79]COC)[CH:74]=2)=[CH:67][N:66]=1>>[ClH:20].[CH3:54][C:55]1[NH:59][CH:58]=[N:57][C:56]=1[CH2:60][S:61][CH2:62][CH2:63][NH:64][C:65]1[NH:70][C:69](=[O:71])[C:68]([CH2:72][C:73]2[CH:78]=[CH:77][CH:76]=[C:75]([OH:79])[CH:74]=2)=[CH:67][N:66]=1. Procedure details: Treatment of ethyl 3-(3-hydroxyphenyl)propionate with dimethoxymethane and substitution of the product for ethyl 3-(3-chlorophenyl)propionate in the procedure of Example 4 leads to the production of 5-[3-(methoxymethoxy)benzyl]-2-methylthio-4-pyrimidone and 2-[2-(5-methyl-4-imidazolylmethylthio)ethylamino]-5-[3-(methoxymethoxy)benzyl]-4-pyrimidone. Treatment of this product with hydrochloric acid gives 2-[2-(5-methyl-4-imidazolylmethylthio)ethylamino]-5-(3-hydroxybenzyl)-4-pyrimidone. The reactants are CNC1=CC(=NC2=C(C3=C(C=C12)C(C=C(O3)C(=O)OCC)=O)CCC)C(=O)OCC (diethyl 6-(N-methylamino)-4-oxo-10-propyl-4H-pyrano[3,2-g]quinoline-2,8-dicarboxylate), C(C)(=O)O (acetic acid), O (water). Solvent: C(C)(=O)OC(C)=O (acetic anhydride). Yields the product CN(C(C)=O)C1=CC(=NC2=C(C3=C(C=C12)C(C=C(O3)C(=O)OCC)=O)CCC)C(=O)OCC (Diethyl 6-(N-methyl-N-acetylamino)-4-oxo-10-propyl-4H-pyrano[3,2-g]quinoline-2,8-dicarboxylate). Reaction SMILES: [CH3:1][NH:2][C:3]1[C:12]2[C:7](=[C:8]([CH2:23][CH2:24][CH3:25])[C:9]3[O:16][C:15]([C:17]([O:19][CH2:20][CH3:21])=[O:18])=[CH:14][C:13](=[O:22])[C:10]=3[CH:11]=2)[N:6]=[C:5]([C:26]([O:28][CH2:29][CH3:30])=[O:27])[CH:4]=1.O.[C:32](O)(=[O:34])[CH3:33]>C(OC(=O)C)(=O)C>[CH3:1][N:2]([C:3]1[C:12]2[C:7](=[C:8]([CH2:23][CH2:24][CH3:25])[C:9]3[O:16][C:15]([C:17]([O:19][CH2:20][CH3:21])=[O:18])=[CH:14][C:13](=[O:22])[C:10]=3[CH:11]=2)[N:6]=[C:5]([C:26]([O:28][CH2:29][CH3:30])=[O:27])[CH:4]=1)[C:32](=[O:34])[CH3:33]. Reported procedure: A solution of diethyl 6-(N-methylamino)-4-oxo-10-propyl-4H-pyrano[3,2-g]quinoline-2,8-dicarboxylate (1.25 g) in acetic acid (25 ml) and acetic anhydride (25 ml) was refluxed for 12 hours, then the solution was poured into water, extracted with ethyl acetate and the extract washed with sodium bicarbonate solution, dried and evaporated to give an oil. The oil crystallised from ethanol to give the required amide, 0.56 g (41%) mp 164°-5° C. Reactants: N[C@H](CC(=O)OCC1=CC=CC=C1)CN(C)C ((R)-benzyl 3-amino-4-(dimethylamino)butanoate), C(CCCCCCCCC)C1=CC=C(C=C1)S(=O)(=O)Cl (4-decylbenzene-1-sulfonyl chloride). The product is C(CCCCCCCCC)C1=CC=C(C=C1)S(=O)(=O)N[C@H](CC(=O)OCC1=CC=CC=C1)CN(C)C ((R)-benzyl 3-(4-decylphenylsulfonamido)-4-(dimethylamino)butanoate). Yield: 94.0%. RXN SMILES: [NH2:1][C@@H:2]([CH2:14][N:15]([CH3:17])[CH3:16])[CH2:3][C:4]([O:6][CH2:7][C:8]1[CH:13]=[CH:12][CH:11]=[CH:10][CH:9]=1)=[O:5].[CH2:18]([C:28]1[CH:33]=[CH:32][C:31]([S:34](Cl)(=[O:36])=[O:35])=[CH:30][CH:29]=1)[CH2:19][CH2:20][CH2:21][CH2:22][CH2:23][CH2:24][CH2:25][CH2:26][CH3:27]>>[CH2:18]([C:28]1[CH:29]=[CH:30][C:31]([S:34]([NH:1][C@@H:2]([CH2:14][N:15]([CH3:16])[CH3:17])[CH2:3][C:4]([O:6][CH2:7][C:8]2[CH:13]=[CH:12][CH:11]=[CH:10][CH:9]=2)=[O:5])(=[O:36])=[O:35])=[CH:32][CH:33]=1)[CH2:19][CH2:20][CH2:21][CH2:22][CH2:23][CH2:24][CH2:25][CH2:26][CH3:27]. Reported procedure: According to the method described in example S72a, (R)-benzyl 3-amino-4-(dimethylamino)butanoate (27 mg, 0.086 mmol) was reacted with 4-decylbenzene-1-sulfonyl chloride to yield the title compound as a white solid (50 mg, 94%). MS ESI 517.4 [M+H]+, calcd for [C29H44N2O4S+H]+ 517.3 Starting materials: OC(O)(O)NC (Tri-hydroxymethylaminomethane), C1(CCC1)C=1N=C(SC1)/C=C/C=1C=C(C=CC1)NC(CC(C(=O)O)(CC)CC)=O ((E)-4-[[3-[2-(4-cyclobutyl-2-thiazolyl)-ethenyl]phenyl]amino]-2,2-diethyl-4-oxobutanoic acid). Run in C(C)O (ethanol). Yields the product OC(O)(O)NC.C1(CCC1)C=1N=C(SC1)/C=C/C=1C=C(C=CC1)NC(CC(C(=O)O)(CC)CC)=O ((E)-4-[[3-[2-(4-cyclobutyl-2-thiazolyl)ethenyl]phenyl]amino]-2,2-diethyl-4-oxobutanoic acid tri-hydroxymethylaminomethane salt). RXN SMILES: [OH:1][C:2]([NH:5][CH3:6])([OH:4])[OH:3].[CH:7]1([C:11]2[N:12]=[C:13](/[CH:16]=[CH:17]/[C:18]3[CH:19]=[C:20]([NH:24][C:25](=[O:35])[CH2:26][C:27]([CH2:33][CH3:34])([CH2:31][CH3:32])[C:28]([OH:30])=[O:29])[CH:21]=[CH:22][CH:23]=3)[S:14][CH:15]=2)[CH2:10][CH2:9][CH2:8]1>C(O)C>[OH:1][C:2]([NH:5][CH3:6])([OH:4])[OH:3].[CH:7]1([C:11]2[N:12]=[C:13](/[CH:16]=[CH:17]/[C:18]3[CH:19]=[C:20]([NH:24][C:25](=[O:35])[CH2:26][C:27]([CH2:33][CH3:34])([CH2:31][CH3:32])[C:28]([OH:30])=[O:29])[CH:21]=[CH:22][CH:23]=3)[S:14][CH:15]=2)[CH2:10][CH2:9][CH2:8]1 |f:3.4|. Procedure: Tri-hydroxymethylaminomethane (121.4 mg) and 412.5 mg of (E)-4-[[3-[2-(4-cyclobutyl-2-thiazolyl)-ethenyl]phenyl]amino]-2,2-diethyl-4-oxobutanoic acid were dissolved in 10 ml of ethanol. This solution was then condensed by rotary evaporation to yield (E)-4-[[3-[2-(4-cyclobutyl-2-thiazolyl)ethenyl]phenyl]amino]-2,2-diethyl-4-oxobutanoic acid tri-hydroxymethylaminomethane salt as a free flowing solid after trituration with cold acetonitrile, m.p. 80°-87° C. Starting materials: O=C([O-])O, CC(=O)n1c2ccccc2n2nc(C)cc12, CCO, Cl, [Na+], O. Product: Cc1cc2[nH]c3ccccc3n2n1. RXN SMILES: [C:18](=[O:19])([OH:20])[O-:21].[CH3:1][c:2]1[n:3][n:4]2[c:5]([n:6]([C:13](=[O:14])[CH3:15])[c:7]3[c:8]2[cH:9][cH:10][cH:11][cH:12]3)[cH:16]1.[CH3:23][CH2:24][OH:25].[ClH:17].[Na+:22].[OH2:26]>>[CH3:1][c:2]1[n:3][n:4]2[c:5]([nH:6][c:7]3[c:8]2[cH:9][cH:10][cH:11][cH:12]3)[cH:16]1.